Dataset: the Open Reaction Database (ORD), a public repository of structured organic reaction records. Task: describe an organic reaction: reactants, conditions, products, and yield Starting materials: BrC1=C(C(=O)O)C=C(C=C1)OC (2-bromo-5-methoxybenzoic acid), CN(C)C=O (DMF), NC1=CC=NN1CC (5-amino-1-ethylpyrazole), C([O-])([O-])=O.[K+].[K+] (potassium carbonate). Reagents/catalysts: CC(=O)[O-].CC(=O)[O-].[Cu+2] (Cu(OAc)2). Solvent: O (water). The product is C(C)N1N=CC=C1NC=1C(C(=O)O)=CC(=CC1)OC (N-(1-ethylpyrazol-5-yl)-5-methoxyanthranilic acid). The yield is 99.9%. RXN SMILES: Br[C:2]1[CH:10]=[CH:9][C:8]([O:11][CH3:12])=[CH:7][C:3]=1[C:4]([OH:6])=[O:5].CN(C=O)C.[NH2:18][C:19]1[N:23]([CH2:24][CH3:25])[N:22]=[CH:21][CH:20]=1.C(=O)([O-])[O-].[K+].[K+]>CC([O-])=O.CC([O-])=O.[Cu+2].O>[CH2:24]([N:23]1[C:19]([NH:18][C:2]2[C:3](=[CH:7][C:8]([O:11][CH3:12])=[CH:9][CH:10]=2)[C:4]([OH:6])=[O:5])=[CH:20][CH:21]=[N:22]1)[CH3:25] |f:3.4.5,6.7.8|. Reported procedure: A mixture of 2-bromo-5-methoxybenzoic acid (39.3 g, 0.17 mol), DMF (150 ml), 5-amino-1-ethylpyrazole (18.5 g, 0.17 mol), potassium carbonate (23.5 g, 0.17 mol) and Cu(OAc)2 (0.6 g) was refluxed for about 2 days. The reaction mixture was cooled, poured into water and acidified to a pH of 5. A precipitate formed which was collected by filtration, washed with water and dried to afford 44.37 g (62%) of N-(1-ethylpyrazol-5-yl)-5-methoxyanthranilic acid. The reactants are CC(C)(C)c1ccc(C#C[Si](C)(C)C)cc1, CC(C)O, [K+], [OH-]. Product: C#Cc1ccc(C(C)(C)C)cc1. Reaction SMILES: [CH3:1][Si:2]([CH3:3])([CH3:4])[C:5]#[C:6][c:7]1[cH:8][cH:9][c:10]([C:13]([CH3:14])([CH3:15])[CH3:16])[cH:11][cH:12]1.[CH:19]([OH:20])([CH3:21])[CH3:22].[K+:18].[OH-:17]>>[CH:5]#[C:6][c:7]1[cH:8][cH:9][c:10]([C:13]([CH3:14])([CH3:15])[CH3:16])[cH:11][cH:12]1. Starting materials: ClC1=C(C=CC(=C1)Cl)C(CC(C(C)(C)C)=O)S(=O)(=O)C1=CC=C(C=C1)Cl (1-(2,4-dichlorophenyl)-4,4-dimethyl-1-(4-chlorophenylsulfonyl)-pentan-3-one), C(C)(=O)O (acetic acid), ClC1=C(C=CC(=C1)Cl)C(CC(C(C)(C)C)=O)S(=O)(=O)C1=CC=C(C=C1)Cl (1-(2,4-dichlorophenyl)-1-(4-chlorophenylsulfonyl)-4,4-dimethylpentan-3-one), BrBr (bromine). Run in C(Cl)(Cl)Cl (chloroform). The product is BrC(C(S(=O)(=O)C1=CC=C(C=C1)Cl)C1=C(C=C(C=C1)Cl)Cl)C(C(C)(C)C)=O (2-bromo-1-(2,4-dichlorophenyl)-4,4-dimethyl-1-(4-chlorophenylsulfonyl)pentan-3-one). Reaction SMILES: [Cl:1][C:2]1[CH:7]=[C:6]([Cl:8])[CH:5]=[CH:4][C:3]=1[CH:9]([S:17]([C:20]1[CH:25]=[CH:24][C:23]([Cl:26])=[CH:22][CH:21]=1)(=[O:19])=[O:18])[CH2:10][C:11](=[O:16])[C:12]([CH3:15])([CH3:14])[CH3:13].[Br:27]Br.C(O)(=O)C>C(Cl)(Cl)Cl>[Br:27][CH:10]([C:11](=[O:16])[C:12]([CH3:15])([CH3:14])[CH3:13])[CH:9]([C:3]1[CH:4]=[CH:5][C:6]([Cl:8])=[CH:7][C:2]=1[Cl:1])[S:17]([C:20]1[CH:25]=[CH:24][C:23]([Cl:26])=[CH:22][CH:21]=1)(=[O:19])=[O:18]. Reported procedure: The bromination of 1-(2,4-dichlorophenyl)-4,4-dimethyl-1-(4-chlorophenylsulfonyl)-pentan-3-one was carried out in the same manner as that of Example 3 but using 25 g of 1-(2,4-dichlorophenyl)-1-(4-chlorophenylsulfonyl)-4,4-dimethylpentan-3-one, 8.9 g of bromine, 200 ml of acetic acid and 300 ml of chloroform, and 24.4 g of 2-bromo-1-(2,4-dichlorophenyl)-4,4-dimethyl-1-(4-chlorophenylsulfonyl)pentan-3-one was obtained. m.p. 184°-185° C. The reactants are CC=1N=C(SC1)N (4-methylthiazol-2-amine), C1(=CC=CC=C1)P(C1=CC=CC=2C(C3=CC=CC(=C3OC12)P(C1=CC=CC=C1)C1=CC=CC=C1)(C)C)C1=CC=CC=C1 (4,5-bis(diphenylphosphino)-9,9-dimethyl-9H-xanthene), ClC1=NC=CC(=N1)OC1=CC=CC=C1 (2-chloro-4-phenoxypyrimidine), P(=O)([O-])([O-])[O-].[K+].[K+].[K+] (potassium phosphate). Reagents/catalysts: C=1C=CC(=CC1)/C=C/C(=O)/C=C/C2=CC=CC=C2.C=1C=CC(=CC1)/C=C/C(=O)/C=C/C2=CC=CC=C2.C=1C=CC(=CC1)/C=C/C(=O)/C=C/C2=CC=CC=C2.[Pd].[Pd] (Pd2(dba)3). The solvent is O (water), C1(=CC=CC=C1)C (toluene). Yields the product CC=1N=C(SC1)NC1=NC=CC(=N1)OC1=CC=CC=C1 (4-methyl-N-(4-phenoxypyrimidin-2-yl)thiazol-2-amine). Isolated yield 10.3%. RXN SMILES: [CH3:1][C:2]1[N:3]=[C:4]([NH2:7])[S:5][CH:6]=1.Cl[C:9]1[N:14]=[C:13]([O:15][C:16]2[CH:21]=[CH:20][CH:19]=[CH:18][CH:17]=2)[CH:12]=[CH:11][N:10]=1.P([O-])([O-])([O-])=O.[K+].[K+].[K+].C1(P(C2C=CC=CC=2)C2C3OC4C(=CC=CC=4P(C4C=CC=CC=4)C4C=CC=CC=4)C(C)(C)C=3C=CC=2)C=CC=CC=1>C1(C)C=CC=CC=1.C1C=CC(/C=C/C(/C=C/C2C=CC=CC=2)=O)=CC=1.C1C=CC(/C=C/C(/C=C/C2C=CC=CC=2)=O)=CC=1.C1C=CC(/C=C/C(/C=C/C2C=CC=CC=2)=O)=CC=1.[Pd].[Pd].O>[CH3:1][C:2]1[N:3]=[C:4]([NH:7][C:9]2[N:14]=[C:13]([O:15][C:16]3[CH:21]=[CH:20][CH:19]=[CH:18][CH:17]=3)[CH:12]=[CH:11][N:10]=2)[S:5][CH:6]=1 |f:2.3.4.5,8.9.10.11.12|. Reported procedure: Using the method of Example 3, Step B, 4-methylthiazol-2-amine (7.66 mL, 3.07 mmol), 2-chloro-4-phenoxypyrimidine (0.697 g, 3.37 mmol), potassium phosphate (0.716 g, 3.37 mmol), Pd2(dba)3 (0.0702 g, 0.0766 mmol) and 4,5-bis(diphenylphosphino)-9,9-dimethyl-9H-xanthene (0.0488 g, 0.0843 mmol) were reacted in toluene (8 mL) and water (3 mL) to afford 4-methyl-N-(4-phenoxypyrimidin-2-yl)thiazol-2-amine (0.09 g, 9.40% yield) as a light yellow solid. 1H NMR (CDCl3) δ 8.36 (d, 1H), 7.45 (m, 2H), 7.30 (...